From a dataset of the Open Reaction Database (ORD), a public repository of structured organic reaction records. describe an organic reaction: reactants, conditions, products, and yield Procedure: 2-Cyano-5-nitrothiophene was reduced to 2-amino-5-cyanothiophene according to Method A1a. The aminothiophene was converted to 5-cyano-1-thiophene isothiocyanate according to Method A2b. 1-Hydroxymethylcyclopentanamine was prepared according to Method B1c. The 2-hydroxyethylamine was converted to 1-chloromethylcyclopentanamine HCl salt according to Method B7e. 1-Chloromethylcyclopentanamine HCl salt was reacted with 5-cyano-1-thiophene isothiocyanate according to Method C1e to give 2-(5-cyanothie... Reactants: C(#N)C1=CC=C(S1)N=C1NC2(CS1)CCCC2 (2-(5-cyanothienylimino)-3-thia-1-azaspiro[4.4]nonane), C(C(C)C)Br (isobutyl bromide). RXN SMILES: [C:1]([C:3]1[S:7][C:6]([N:8]=[C:9]2[S:13][CH2:12][C:11]3([CH2:17][CH2:16][CH2:15][CH2:14]3)[NH:10]2)=[CH:5][CH:4]=1)#[N:2].[CH2:18](Br)[CH:19]([CH3:21])[CH3:20]>>[C:1]([C:3]1[S:7][C:6]([N:8]=[C:9]2[S:13][CH2:12][C:11]3([CH2:14][CH2:15][CH2:16][CH2:17]3)[N:10]2[CH2:18][CH:19]([CH3:21])[CH3:20])=[CH:5][CH:4]=1)#[N:2]. Yields the product C(#N)C1=CC=C(S1)N=C1N(C2(CS1)CCCC2)CC(C)C (2-(5-cyanothienylimino)-1-isobutyl-3-thia-1-azaspiro[4.4]nonane). Starting materials: ClC1=NC=C(C(=O)O)C=C1C (6-chloro-5-methyl-nicotinic acid), C(C)(C)O (isopropanol). Solvent: C[Si](C)(C)Cl (trimethylsilyl chloride), C(C)OCC (diethyl ether). Run at temperature 70 celsius, time 18 hour. Yields the product C(C)(C)OC(C1=CN=C(C(=C1)C)Cl)=O (6-chloro-5-methyl-nicotinic acid isopropyl ester). As a reaction SMILES: [Cl:1][C:2]1[C:10]([CH3:11])=[CH:9][C:5]([C:6]([OH:8])=[O:7])=[CH:4][N:3]=1.[CH:12](O)([CH3:14])[CH3:13]>C[Si](Cl)(C)C.C(OCC)C>[CH:12]([O:7][C:6](=[O:8])[C:5]1[CH:9]=[C:10]([CH3:11])[C:2]([Cl:1])=[N:3][CH:4]=1)([CH3:14])[CH3:13]. Procedure details: To a solution of 6-chloro-5-methyl-nicotinic acid (21.64 g, 126 mmol) in isopropanol (450 mL), trimethylsilyl chloride (160 mL) is added dropwise. Upon completion of the addition, the mixture is heated to 70° C. and stirring is continued for 18 h. The mixture is diluted with diethyl ether (500 mL) and washed with sat. aq. NaHCO3 solution (5×50 mL). The washings are extracted back with diethyl ether (100 mL). The combined org. extracts are dried over MgSO4, filtered and concentrated. The crude pr... Starting materials: NC1=NC(=CC(=N1)C(=O)NCC=1NC=CN1)C=1OC=CC1 (2-amino-6-(2-furyl)-N-(1H-imidazol-2-ylmethyl)pyrimidine-4-carboxamide), [H-].[Na+] (NaH), O (water), CI (MeI). Reported procedure: A solution of 2-amino-6-(2-furyl)-N-(1H-imidazol-2-ylmethyl)pyrimidine-4-carboxamide (300 mg, 1.06 mmol) in DMF (15 mL) at room temperature was treated with NaH (44 mg, 1.11 mmol), stirred for 20 min, treated with MeI (99 μl, 1.58 mmol) and stirred at room temperature for 16 h. The mixture was poured into water (30 mL), extracted with EtOAc (3×10 mL) and the combined organic phase was dried (MgSO4), concentrated in vacuo and purified by chromatography [SiO2; EtOAc] to give the title compound (18... The product is NC1=NC(=CC(=N1)C(=O)NCC=1N(C=CN1)C)C=1OC=CC1 (2-Amino-6-(2-furyl)-N-(1-methyl-1H-imidazol-2-ylmethyl)pyrimidine-4-carboxamide). The yield is 56.9%. Solvent: CN(C)C=O (DMF). Conditions: time 20 minute. As a reaction SMILES: [NH2:1][C:2]1[N:7]=[C:6]([C:8]([NH:10][CH2:11][C:12]2[NH:13][CH:14]=[CH:15][N:16]=2)=[O:9])[CH:5]=[C:4]([C:17]2[O:18][CH:19]=[CH:20][CH:21]=2)[N:3]=1.[H-].[Na+].[CH3:24]I.O>CN(C=O)C>[NH2:1][C:2]1[N:7]=[C:6]([C:8]([NH:10][CH2:11][C:12]2[N:13]([CH3:24])[CH:14]=[CH:15][N:16]=2)=[O:9])[CH:5]=[C:4]([C:17]2[O:18][CH:19]=[CH:20][CH:21]=2)[N:3]=1 |f:1.2|.